From a dataset of the Open Reaction Database (ORD), a public repository of structured organic reaction records. describe an organic reaction: reactants, conditions, products, and yield The reactants are CSC(NN=CC=1N=C(NC1)COC)=S (3-[2-(methoxymethyl)-4-imidazolyl]methylene dithiocarbazic acid methyl ester), C1(=CC=CC=C1)OC1=CC=CC=C1 (diphenyl ether). Product: COCC1=NC=C2N1C(NN=C2)=S (6-Methoxymethyl-imidazo[1,5-d]-as-triazine-4-(3H)-thione). RXN SMILES: C[S:2][C:3](=S)[NH:4][N:5]=[CH:6][C:7]1[N:8]=[C:9]([CH2:12][O:13][CH3:14])[NH:10][CH:11]=1.C1(OC2C=CC=CC=2)C=CC=CC=1>>[CH3:14][O:13][CH2:12][C:9]1[N:8]2[C:3](=[S:2])[NH:4][N:5]=[CH:6][C:7]2=[CH:11][N:10]=1. Procedure: A miture of 62.4 gm. of 3-[2-(methoxymethyl)-4-imidazolyl]methylene dithiocarbazic acid methyl ester and 250 ml. of diphenyl ether is reacted as described in Example 58 giving the desired product, m.p. 219.5°-223° C. Starting materials: COC=1C=C(C=C(C1OC)OC)C=1C=C(CCl)C=CC1 (3-(3,4,5-Trimethoxyphenyl)benzyl chloride), N1CCNCC1 (piperazine). Yields the product COC=1C=C(C=C(C1OC)OC)C=1C=C(CN2CCN(CC2)CC2=CC(=CC=C2)C2=CC(=C(C(=C2)OC)OC)OC)C=CC1 (N,N′-bis[3-(3,4,5-Trimethoxyphenyl)benzyl]-piperazine). As a reaction SMILES: [CH3:1][O:2][C:3]1[CH:4]=[C:5]([C:13]2[CH:14]=[C:15]([CH:18]=[CH:19][CH:20]=2)[CH2:16]Cl)[CH:6]=[C:7]([O:11][CH3:12])[C:8]=1[O:9][CH3:10].[NH:21]1[CH2:26][CH2:25][NH:24][CH2:23][CH2:22]1>>[CH3:1][O:2][C:3]1[CH:4]=[C:5]([C:13]2[CH:14]=[C:15]([CH:18]=[CH:19][CH:20]=2)[CH2:16][N:21]2[CH2:26][CH2:25][N:24]([CH2:16][C:15]3[CH:18]=[CH:19][CH:20]=[C:13]([C:5]4[CH:6]=[C:7]([O:11][CH3:12])[C:8]([O:9][CH3:10])=[C:3]([O:2][CH3:1])[CH:4]=4)[CH:14]=3)[CH2:23][CH2:22]2)[CH:6]=[C:7]([O:11][CH3:12])[C:8]=1[O:9][CH3:10]. Reported procedure: 3-(3,4,5-Trimethoxyphenyl)benzyl chloride (120 mg) and piperazine (17 mg) were reacted in the same manner as in Example 1 to obtain the title compound as a free base. Starting materials: BrC1=C(C(=CC(=C1)[N+](=O)[O-])Br)I (1,3-Dibromo-2-iodo-5-nitrobenzene), O (water), C(C)(C)C=1C=C(C=CC1OC)O (3-Isopropyl-4-methoxyphenol), [OH-].[Na+] (Sodium hydroxide). Solvent: CN(C=O)C (dimethylformamide), CN(C=O)C (dimethylformamide). Reaction conditions: temperature 5 celsius. Product: BrC1=C(OC2=CC(=C(C=C2)OC)C(C)C)C(=CC(=C1)[N+](=O)[O-])Br (4-(2,6-dibromo-4-nitrophenoxy)-2-isopropylanisole). As a reaction SMILES: [CH:1]([C:4]1[CH:5]=[C:6]([OH:12])[CH:7]=[CH:8][C:9]=1[O:10][CH3:11])([CH3:3])[CH3:2].[OH-].[Na+].[Br:15][C:16]1[CH:21]=[C:20]([N+:22]([O-:24])=[O:23])[CH:19]=[C:18]([Br:25])[C:17]=1I.O>CN(C)C=O>[Br:15][C:16]1[CH:21]=[C:20]([N+:22]([O-:24])=[O:23])[CH:19]=[C:18]([Br:25])[C:17]=1[O:12][C:6]1[CH:7]=[CH:8][C:9]([O:10][CH3:11])=[C:4]([CH:1]([CH3:3])[CH3:2])[CH:5]=1 |f:1.2|. Reported procedure: 3-Isopropyl-4-methoxyphenol (197.2 g, 1.19 moles) was dissolved in dimethylformamide (4 L). The mixture was stirred while the reaction vessel was cooled in an icewater bath. Sodium hydroxide (1.278 L of 1.0M aqueous solution, 1.278 moles) was added while maintaining the temperature of the reaction mixture below 35° C. 1,3-Dibromo-2-iodo-5-nitrobenzene (400.0 g, 0.983 moles) dissolved in dimethylformamide (portion of 4 L) was added to the reaction mixture over approximately 45 min. The reaction m... Reactants: N(=[N+]=[N-])C(CO)(F)F (2-Azido-2,2-difluoroethanol), BrC(C(=O)OCC)(F)F (Ethyl 2-bromo-2,2-difluoroacetate), [N-]=[N+]=[N-].[Na+] (sodium azide). Yields the product N(=[N+]=[N-])C(C(=O)OCC)(F)F (ethyl 2-azido-2,2-difluoroacetate). Reaction SMILES: [N:1]([C:4]([F:8])([F:7])[CH2:5][OH:6])=[N+:2]=[N-:3].Br[C:10](F)(F)[C:11](OCC)=[O:12].[N-]=[N+]=[N-].[Na+]>>[N:1]([C:4]([F:8])([F:7])[C:5]([O:12][CH2:11][CH3:10])=[O:6])=[N+:2]=[N-:3] |f:2.3|. Procedure: 2-Azido-2,2-difluoroethanol is useful in the preparation of energetic placizers for explosives and propellants. Ethyl 2-bromo-2,2-difluoroacetate reacts with sodium azide to produce ethyl 2-azido-2,2-difluoroacetate which then reacts with sodium borohydride in water to produce the 2-azido-2,2-difluoroethanol. The reactants are [N+](=O)([O-])C=1C=CC2=C([C@@H]3[C@H]([C@](O2)(C(OC)OC)C)O3)C1 ((2S,3R,4R)-6-nitro-2-methyl-2-dimethoxymethyl-3,4-epoxy-3,4-dihydro-2H-1-benzopyran), FC(OC1=CC=C(C=C1)NCC=1N=NN(N1)C)(F)F (N-(4-trifluoromethoxyphenyl)-N-(2-methyl-2H-tetrazol-5-ylmethyl)amine). The product is [N+](=O)([O-])C=1C=CC2=C([C@@H]([C@H]([C@](O2)(C(OC)OC)C)O)N(CC=2N=NN(N2)C)C2=CC=C(C=C2)OC(F)(F)F)C1 ((2S,3R,4S)-6-nitro-4-[N-(4-trifluoromethoxyphenyl)-N-(2-methyl-2H-tetrazol-5-ylmethyl)amino]-3-hydroxy-2-methyl-2-dimethoxymethyl-3,4-dihydro-2H-1-benzopyran). The yield is 42.0%. RXN SMILES: [N+:1]([C:4]1[CH:5]=[CH:6][C:7]2[O:12][C@:11]([CH3:18])([CH:13]([O:16][CH3:17])[O:14][CH3:15])[C@@H:10]3[O:19][C@@H:9]3[C:8]=2[CH:20]=1)([O-:3])=[O:2].[F:21][C:22]([F:39])([F:38])[O:23][C:24]1[CH:29]=[CH:28][C:27]([NH:30][CH2:31][C:32]2[N:33]=[N:34][N:35]([CH3:37])[N:36]=2)=[CH:26][CH:25]=1>>[N+:1]([C:4]1[CH:5]=[CH:6][C:7]2[O:12][C@:11]([CH3:18])([CH:13]([O:16][CH3:17])[O:14][CH3:15])[C@H:10]([OH:19])[C@@H:9]([N:30]([C:27]3[CH:26]=[CH:25][C:24]([O:23][C:22]([F:39])([F:38])[F:21])=[CH:29][CH:28]=3)[CH2:31][C:32]3[N:33]=[N:34][N:35]([CH3:37])[N:36]=3)[C:8]=2[CH:20]=1)([O-:3])=[O:2]. Procedure details: The same procedure as step 3 of example 1 was accomplished, except for using the epoxide compound (300 mg, 1.07 mmol) obtained in step 1 of example 2 and N-(4-trifluoromethoxyphenyl)-N-(2-methyl-2H-tetrazol-5-ylmethyl)amine. The crude product was purified by silica gel column chromatography (developing solvent-n-hexane:ethyl acetate=2:1), to give desired compound (248 mg, yield: 42%).